Task: describe an organic reaction: reactants, conditions, products, and yield. Dataset: the Open Reaction Database (ORD), a public repository of structured organic reaction records Starting materials: ( b ), C(#N)CN(CCCO)CCC#N (cyanomethyl-(2-cyano-ethyl)-(3-hydroxy-propyl)-amine), N (ammonia), [H][H] (hydrogen). Reagents/catalysts: [Ni] (Raney-nickel). Solvent: C(C)O (ethanol). Yields the product OCCCN1CCNCCC1 (1-(3-hydroxypropyl)-1,4-diazepane). RXN SMILES: [C:1]([CH2:3][N:4]([CH2:9][CH2:10][C:11]#[N:12])[CH2:5][CH2:6][CH2:7][OH:8])#N.N.[H][H]>[Ni].C(O)C>[OH:8][CH2:7][CH2:6][CH2:5][N:4]1[CH2:9][CH2:10][CH2:11][NH:12][CH2:1][CH2:3]1. Procedure: 100 grams (0.598 mole) of cyanomethyl-(2-cyano-ethyl)-(3-hydroxy-propyl)-amine, 800 ml of ethanol, 67 grams of ammonia and 26 grams of Raney-nickel were heated in an autoclave during 2 hours under 80 to 100 bar hydrogen pressure at 70° C. (at the beginning) to 120° C. (toward the end). Subsequently the reaction mixture was worked up as described under (b). There were obtained 52 grams (55% of theory) as a final product.